Dataset: the Open Reaction Database (ORD), a public repository of structured organic reaction records. Task: describe an organic reaction: reactants, conditions, products, and yield The reactants are BrC=1C=C(C=C2C3=C(NC12)C(OCC3)(CC)CCO)C(C)C (2-(8-bromo-1-ethyl-6-isopropyl-1,3,4,9-tetrahydro-pyrano[3,4-b]indol-1-yl)-ethanol), C1(=C(C=CC=C1)P(C1=C(C=CC=C1)C)C1=C(C=CC=C1)C)C (tri-o-tolylphosphine), C=CC1=CC=CC=C1 (styrene), ( 0 ). Solvent: C(C)N(CC)CC (triethylamine). Run at temperature 90 celsius. Product: C(C)C1(OCCC2=C1NC1=C(C=C(C=C21)C(C)C)C=CC2=CC=CC=C2)CCO (2-(1-Ethyl-6-isopropyl-8-styryl-1,3,4,9-tetrahydro-pyrano[3,4-b]indol-1-yl)-ethanol). Reaction SMILES: Br[C:2]1[CH:3]=[C:4]([CH:20]([CH3:22])[CH3:21])[CH:5]=[C:6]2[C:10]=1[NH:9][C:8]1[C:11]([CH2:17][CH2:18][OH:19])([CH2:15][CH3:16])[O:12][CH2:13][CH2:14][C:7]2=1.C1(C)C=CC=CC=1P(C1C=CC=CC=1C)C1C=CC=CC=1C.[CH2:45]=[CH:46][C:47]1[CH:52]=[CH:51][CH:50]=[CH:49][CH:48]=1>C(N(CC)CC)C>[CH2:15]([C:11]1([CH2:17][CH2:18][OH:19])[C:8]2[NH:9][C:10]3[C:6]([C:7]=2[CH2:14][CH2:13][O:12]1)=[CH:5][C:4]([CH:20]([CH3:22])[CH3:21])=[CH:3][C:2]=3[CH:45]=[CH:46][C:47]1[CH:52]=[CH:51][CH:50]=[CH:49][CH:48]=1)[CH3:16]. Procedure details: The title compound is prepared according to the following procedure. To solution of 2-(8-bromo-1-ethyl-6-isopropyl-1,3,4,9-tetrahydro-pyrano[3,4-b]indol-1-yl)-ethanol (1.0 mmol) dried acetonitril (10 mL) at under nitrogen is added triethylamine (1.5 mL), tri-o-tolylphosphine (0.4 mmol), styrene (2.0 mmol), and tri(debenzylideneacetone)dipalladiumn (0) (0.1 mmol). The reaction mixture is heated at 90° C. (oil bath) overnight. It is quenched with water and extracted with ethyl acetate. Extracts ar... The reactants are CC1=CC=C(C=C1)CCOCC(=O)O (2-[2-(4-methylphenyl)ethoxy]acetic acid), C(C(=O)Cl)(=O)Cl (oxalyl chloride), [OH-].[NH4+] (ammonium hydroxide). Run in C1(=CC=CC=C1)C (toluene). Product: CC1=CC=C(C=C1)CCOCC(=O)N (2-[2-(4-Methylphenyl)ethoxy]acetamide). RXN SMILES: [CH3:1][C:2]1[CH:7]=[CH:6][C:5]([CH2:8][CH2:9][O:10][CH2:11][C:12]([OH:14])=O)=[CH:4][CH:3]=1.C(Cl)(=O)C(Cl)=O.[OH-].[NH4+:22]>C1(C)C=CC=CC=1>[CH3:1][C:2]1[CH:7]=[CH:6][C:5]([CH2:8][CH2:9][O:10][CH2:11][C:12]([NH2:22])=[O:14])=[CH:4][CH:3]=1 |f:2.3|. Reported procedure: The subtitle compound (0.77 g) was prepared according to the procedure in example 1 part b using 2-[2-(4-methylphenyl)ethoxy]acetic acid (1.1 g). oxalyl chloride (1.44 g), concentrated ammonium hydroxide (20 ml), and toluene (40 ml). Reactants: CCOC(C)=O, CCCCCC, CC(C)N1CC2CNCC(C2)C1, O=C(Cl)c1ccc(F)cc1, [Na+], [OH-], O. Yields the product CC(C)N1CC2CC(CN(C(=O)c3ccc(F)cc3)C2)C1. Reaction SMILES: [C:26]([O:27][CH2:28][CH3:29])(=[O:30])[CH3:31].[CH3:32][CH2:33][CH2:34][CH2:35][CH2:36][CH3:37].[CH:1]([CH3:2])([CH3:3])[N:4]1[CH2:5][CH:6]2[CH2:7][NH:8][CH2:9][CH:10]([CH2:11]1)[CH2:12]2.[F:15][c:16]1[cH:17][cH:18][c:19]([C:20](=[O:21])[Cl:22])[cH:23][cH:24]1.[Na+:14].[OH-:13].[OH2:25]>>[CH:1]([CH3:2])([CH3:3])[N:4]1[CH2:5][CH:6]2[CH2:7][N:8]([C:20]([c:19]3[cH:18][cH:17][c:16]([F:15])[cH:24][cH:23]3)=[O:21])[CH2:9][CH:10]([CH2:11]1)[CH2:12]2.